Dataset: the Open Reaction Database (ORD), a public repository of structured organic reaction records. Task: describe an organic reaction: reactants, conditions, products, and yield The reactants are O=C(O)c1ccc(Br)cc1NS(=O)(=O)c1cccc2nccnc12, NCc1ccc(F)cc1Cl. Product: O=C(NCc1ccc(F)cc1Cl)c1ccc(Br)cc1NS(=O)(=O)c1cccc2nccnc12. As a reaction SMILES: [Br:1][c:2]1[cH:3][c:4]([NH:11][S:12](=[O:13])(=[O:14])[c:15]2[c:16]3[n:17][cH:18][cH:19][n:20][c:21]3[cH:22][cH:23][cH:24]2)[c:5]([C:6](=[O:7])[OH:8])[cH:9][cH:10]1.[Cl:25][c:26]1[c:27]([CH2:28][NH2:29])[cH:30][cH:31][c:32]([F:34])[cH:33]1>>[Br:1][c:2]1[cH:3][c:4]([NH:11][S:12](=[O:13])(=[O:14])[c:15]2[c:16]3[n:17][cH:18][cH:19][n:20][c:21]3[cH:22][cH:23][cH:24]2)[c:5]([C:6](=[O:7])[NH:29][CH2:28][c:27]2[c:26]([Cl:25])[cH:33][c:32]([F:34])[cH:31][cH:30]2)[cH:9][cH:10]1. Starting materials: Cl.S1C(=CC=C1)C(=N)N (thiophene-2-carboxamidine hydrochloride), Br.CC1=C(C=C(S1)C(=O)OC(C)C)C=1N=C(SC1)NC1=CC=CC=C1 (Isopropyl 5-methyl-4-[2-(phenylamino)(1,3-thiazol-4-yl)]-thiophene-2-carboxylate hydrobromide), C1(=CC=CC=C1)NC(=S)N (phenylthiourea). Product: Cl.CC1=C(C=C(S1)C(=N)N)C=1N=C(SC1)NC1=CC=CC=C1 (5-methyl-4-[2-(phenylamino)(1,3-thiazol-4-yl)]thiophene-2-carboxamidine hydrochloride). Isolated yield 28.0%. RXN SMILES: [ClH:1].[S:2]1[CH:6]=[CH:5][CH:4]=[C:3]1[C:7]([NH2:9])=[NH:8].Br.CC1SC(C(OC(C)C)=O)=CC=1[C:23]1[N:24]=[C:25]([NH:28][C:29]2[CH:34]=[CH:33][CH:32]=[CH:31][CH:30]=2)[S:26][CH:27]=1.[C:35]1(NC(N)=S)C=CC=CC=1>>[ClH:1].[CH3:35][C:6]1[S:2][C:3]([C:7]([NH2:9])=[NH:8])=[CH:4][C:5]=1[C:23]1[N:24]=[C:25]([NH:28][C:29]2[CH:30]=[CH:31][CH:32]=[CH:33][CH:34]=2)[S:26][CH:27]=1 |f:0.1,2.3,5.6|. Reported procedure: 5-Methyl-4-[2-phenylamino)(1,3-thiazol-4-yl)]thiophene-2-carboxamidine hydrochloride: Isopropyl 5-methyl-4-[2-(phenylamino)(1,3-thiazol-4-yl)]-thiophene-2-carboxylate hydrobromide (74 mg, 0.16 mmol) was treated with phenylthiourea (24.3 mg) as described in Example 154, step (b) to give 15 mg (28% yield) (of 5-methyl-4-[2-(phenylamino)(1,3-thiazol-4-yl)]thiophene-2-carboxamidine hydrochloride, which was further purified by recrystallization from methanol-water. 1H NMR (DMSO-d6, 300 MHz) δ 2.79 (s... Starting materials: crude product, C[Si](C)(C)[N-][Si](C)(C)C.[Li+] (lithium bis-(trimethylsilyl)-amide), C(C)(C)(C)OC(CBr)=O (tert-butyl-bromoacetate), C(C)(C)(C)OC(CBr)=O (tert-butyl-bromoacetate), FC(C(=O)O)(F)F (trifluoroacetic acid), FC(F)(F)SC1=CC=C(C=C1)N[C@@H]1CC[C@H](CC1)O (Trans-4-(4-trifluoromethylsulfanyl-phenylamino)-cyclohexanol), C[Si](C)(C)[N-][Si](C)(C)C.[Li+] (lithium bis(trimethylsilyl)-amide). Run in ClCCl (dichloromethane), C(C)OCC (diethylether), C(C)OCC (diethylether), O1CCCC1 (tetrahydrofuran). Conditions: time 15 minute. Yields the product FC(F)(F)SC1=CC=C(C=C1)N[C@@H]1CC[C@H](CC1)OCC(=O)O ([trans-4-(4-(trifluoromethylsulfanyl)-phenylamino)-cyclohexyloxy]-acetic acid), solid. Isolated yield 35.0%. Reaction SMILES: [F:1][C:2]([S:5][C:6]1[CH:11]=[CH:10][C:9]([NH:12][C@H:13]2[CH2:18][CH2:17][C@H:16]([OH:19])[CH2:15][CH2:14]2)=[CH:8][CH:7]=1)([F:4])[F:3].C[Si]([N-][Si](C)(C)C)(C)C.[Li+].C([O:34][C:35](=[O:38])[CH2:36]Br)(C)(C)C.FC(F)(F)C(O)=O>O1CCCC1.C(OCC)C.ClCCl>[F:1][C:2]([S:5][C:6]1[CH:7]=[CH:8][C:9]([NH:12][C@H:13]2[CH2:18][CH2:17][C@H:16]([O:19][CH2:36][C:35]([OH:38])=[O:34])[CH2:15][CH2:14]2)=[CH:10][CH:11]=1)([F:4])[F:3] |f:1.2|. Procedure details: Trans-4-(4-trifluoromethylsulfanyl-phenylamino)-cyclohexanol (160 mg, 0.55 mmol, prepared in accordance with Example 29) was placed under an inert atmosphere and dissolved in dry tetrahydrofuran (2 mL). A molar solution of lithium bis(trimethylsilyl)-amide (1 mL, 1.0 mmol) was added. After 15 min, tert-butyl-bromoacetate (75 μL, 0.55 mmol) was added. After two additional hours, more lithium bis-(trimethylsilyl)-amide solution (500 μL, 0.50 mmol) and tert-butyl-bromoacetate (37 μL, 0.28 mmol) was... Reactants: C(CCCC)O (n-pentanol). Run in C(CC)O (n-propanol). Product: C(CCC)=O (n-butyraldehyde), C(CCC)O (n-butanol). Isolated yield 30.0%. Reaction SMILES: [CH2:1]([OH:6])[CH2:2][CH2:3][CH2:4]C>C(O)CC>[CH:1](=[O:6])[CH2:2][CH2:3][CH3:4].[CH2:1]([OH:6])[CH2:2][CH2:3][CH3:4]. Reported procedure: In all representation examples of JP 6 2108-832, the hydrogenation is carried out using hydrogen at atmospheric pressure. Cycloaliphatic carboxylic acids such as cyclohexanecarboxylic acid are predominantly converted into cyclohexanecarbaldehyde with 98-99% selectivity using undoped zirconium dioxide at 300-350° C. and atmospheric pressure (Examples 1-7). The aliphatic carboxylic acid pivalic acid yields pivalaldehyde with 100% selectivity (Example 8). However, aliphatic carboxylic acids or thei... Reactants: CN(C(=N)N[N+](=O)[O-])N=O (1-methyl-3-nitro-1-nitrosoguanidine), CC(C)(OC(=O)N[C@@H](CC1=CC=C(C=C1)OCC1=CC=CC=C1)C(=O)O)C (N-[(1,1-dimethylethoxy)carbonyl]--O-benzyl-L-tyrosine), ClC(=O)OCC(C)C (isobutyl chloroformate), CN1CCOCC1 (4-methylmorpholine), Example 1 ( d ). Solvent: O1CCCC1 (tetrahydrofuran). Reaction conditions: temperature -5 celsius, time 20 minute. Product: [N+](=[N-])=CC([C@H](CC1=CC=C(C=C1)OCC1=CC=CC=C1)NC(OC(C)(C)C)=O)=O ((S)-[3-diazo-2-oxo-1-[[4-(phenylmethoxy)phenyl]methyl]propyl]carbamic acid, 1,1-dimethylethyl ester). As a reaction SMILES: [CH3:1][C:2]([CH3:27])([O:4][C:5]([NH:7][C@H:8]([C:24]([OH:26])=O)[CH2:9][C:10]1[CH:15]=[CH:14][C:13]([O:16][CH2:17][C:18]2[CH:23]=[CH:22][CH:21]=[CH:20][CH:19]=2)=[CH:12][CH:11]=1)=[O:6])[CH3:3].ClC(OCC(C)C)=O.CN1CCOCC1.[CH3:43][N:44]([N:51]=O)C(N[N+]([O-])=O)=N>O1CCCC1>[N+:44](=[CH:43][C:24](=[O:26])[C@@H:8]([NH:7][C:5](=[O:6])[O:4][C:2]([CH3:1])([CH3:27])[CH3:3])[CH2:9][C:10]1[CH:11]=[CH:12][C:13]([O:16][CH2:17][C:18]2[CH:23]=[CH:22][CH:21]=[CH:20][CH:19]=2)=[CH:14][CH:15]=1)=[N-:51]. Procedure: To a solution of N-[(1,1-dimethylethoxy)carbonyl]--O-benzyl-L-tyrosine in dry tetrahydrofuran (90 ml) cooled at -20° C. to -25° C. was added isobutyl chloroformate (8.7 ml, 67.3 mmol) followed by 4-methylmorpholine (6.8 ml, 67.3 mmol) and the mixture was stirred for 20 minutes. The precipitate was filtered and washed with dry tetrahydrofuran. The filtrate was cooled to -5° C. and poured into a diazomethane in ether solution (prepared from 1-methyl-3-nitro-1-nitrosoguanidine (29.7 g, 202 mmol) as... The reactants are FC1=CC=C(C=N1)N (6-fluoropyridin-3-amine), solution, C(C)(C)[Mg]Cl (isopropylmagnesium chloride), C1(CC1)C1=CC(=NN1)NC=1C2=C(N=C(N1)N1C([C@H](CC1)O)C(=O)OC)CCC2 ((3S)-methyl 1-(4-(5-cyclopropyl-1H-pyrazol-3-ylamino)-6,7-dihydro-5H-cyclopenta[d]pyrimidin-2-yl)-3-hydroxypyrrolidine-2-carboxylate), resultant mixture. The solvent is C1CCOC1 (THF), C1CCOC1 (THF), C1CCOC1 (THF). Run at time 2 hour. Yields the product C1(CC1)C1=CC(=NN1)NC=1C2=C(N=C(N1)N1[C@H]([C@H](CC1)O)C(=O)NC=1C=NC(=CC1)F)CCC2 ((2R,3S)-1-(4-(5-cyclopropyl-1H-pyrazol-3-ylamino)-6,7-dihydro-5H-cyclopenta[d]pyrimidin-2-yl)-N-(6-fluoropyridin-3-yl)-3-hydroxypyrrolidine-2-carboxamide). The yield is 3.3%. RXN SMILES: [F:1][C:2]1[N:7]=[CH:6][C:5]([NH2:8])=[CH:4][CH:3]=1.C([Mg]Cl)(C)C.[CH:14]1([C:17]2[NH:21][N:20]=[C:19]([NH:22][C:23]3[C:24]4[CH2:41][CH2:40][CH2:39][C:25]=4[N:26]=[C:27]([N:29]4[CH2:33][CH2:32][C@H:31]([OH:34])[CH:30]4[C:35](OC)=[O:36])[N:28]=3)[CH:18]=2)[CH2:16][CH2:15]1>C1COCC1>[CH:14]1([C:17]2[NH:21][N:20]=[C:19]([NH:22][C:23]3[C:24]4[CH2:41][CH2:40][CH2:39][C:25]=4[N:26]=[C:27]([N:29]4[CH2:33][CH2:32][C@H:31]([OH:34])[C@@H:30]4[C:35]([NH:8][C:5]4[CH:6]=[N:7][C:2]([F:1])=[CH:3][CH:4]=4)=[O:36])[N:28]=3)[CH:18]=2)[CH2:16][CH2:15]1. Procedure details: To a solution of 6-fluoropyridin-3-amine (292 mg, 2.61 mmol) in dry THF (12 mL) was added 2M solution of isopropylmagnesium chloride in THF (1.3 mL, 2.60 mmol) dropwise under nitrogen at 0° C. The resultant mixture was stirred at 0° C. for 20 min. To this solution was added a solution of (3S)-methyl 1-(4-(5-cyclopropyl-1H-pyrazol-3-ylamino)-6,7-dihydro-5H-cyclopenta[d]pyrimidin-2-yl)-3-hydroxypyrrolidine-2-carboxylate (250 mg, 0.65 mmol) in THF (2 mL) dropwise at 0° C. and the reaction mixture w... Reactants: ice water, C([O-])([O-])=O.[K+].[K+] (potassium carbonate), CI (methyliodide), OC1=CC(=C(C=C1)C=1N=C2N(C=CC=C2)C1)NS(=O)(=O)C (2-(4-Hydroxy-2-methylsulphonamido-phenyl)-imidazo[1,2-a]pyridine). Run in CS(=O)C (dimethylsulphoxide). Reaction conditions: time 1 hour. Yields the product OC1=CC(=C(C=C1)C=1N=C2N(C=CC=C2)C1)N(S(=O)(=O)C)C (2-[4-Hydroxy-2-(N-methyl-methylsulphonamido)-phenyl]-imidazo[1,2-a]pyridine). Reaction SMILES: [OH:1][C:2]1[CH:7]=[CH:6][C:5]([C:8]2[N:9]=[C:10]3[CH:15]=[CH:14][CH:13]=[CH:12][N:11]3[CH:16]=2)=[C:4]([NH:17][S:18]([CH3:21])(=[O:20])=[O:19])[CH:3]=1.[C:22](=O)([O-])[O-].[K+].[K+].CI>CS(C)=O>[OH:1][C:2]1[CH:7]=[CH:6][C:5]([C:8]2[N:9]=[C:10]3[CH:15]=[CH:14][CH:13]=[CH:12][N:11]3[CH:16]=2)=[C:4]([N:17]([CH3:22])[S:18]([CH3:21])(=[O:20])=[O:19])[CH:3]=1 |f:1.2.3|. Procedure details: 1.1 g (3.6 mmol) of 2-(4-Hydroxy-2-methylsulphonamido-phenyl)-imidazo[1,2-a]pyridine are dissolved in 10 ml of dimethylsulphoxide, then 0.6 g (4.3 mmol) of potassium carbonate and 1.1 ml (18 mmol) of methyliodide are added. The mixture is stirred at ambient temperature for one hour. It is poured onto about 100 ml of ice water and the precipitate is suction filtered. It is then washed with water.